This data is from the Open Reaction Database (ORD), a public repository of structured organic reaction records. The task is: describe an organic reaction: reactants, conditions, products, and yield Reactants: N1(C=CC2=CC=CC=C12)N (1H-indol-1-amine), ClC(=O)OCC (ethyl chloroformate), C(=O)(O)[O-].[Na+] (NaHCO3). The solvent is ClCCl (DCM), ClCCl (DCM), ClCCl (dichloromethane). Run at temperature 0 celsius, time 3 hour. Product: C(C)OC(NN1C=CC2=CC=CC=C12)=O (N-(1H-indol-1-yl) carbamic acid ethyl ester). Reaction SMILES: C([O-])(O)=O.[Na+].[N:6]1([NH2:15])[C:14]2[C:9](=[CH:10][CH:11]=[CH:12][CH:13]=2)[CH:8]=[CH:7]1.Cl[C:17]([O:19][CH2:20][CH3:21])=[O:18]>ClCCl>[CH2:20]([O:19][C:17](=[O:18])[NH:15][N:6]1[C:14]2[C:9](=[CH:10][CH:11]=[CH:12][CH:13]=2)[CH:8]=[CH:7]1)[CH3:21] |f:0.1|. Reported procedure: To a suspension of NaHCO3 (50 g, 0.7 mole) in 100 ml dichloromethane (DCM) was added a solution of 1H-indol-1-amine (36 g, 0.27 mole) in 200 ml DCM. After cooling to 0° C. with an ice bath, a solution of ethyl chloroformate (29 ml, 0.30 mole) in 50 ml DCM was added over a period of thirty minutes. After stirring at ambient temperature for three hours, the mixture was filtered, and the filtrate washed with water, then dried (saturated NaCl, anhydrous MgSO4). After filtering, the solvent was evapo...